This data is from the Open Reaction Database (ORD), a public repository of structured organic reaction records. The task is: describe an organic reaction: reactants, conditions, products, and yield Starting materials: C(C)[C@H]1C(N(C2=CC=C(C=C2N1C(C1=CC=C(C=C1)OC)=O)F)C)=O ((3S)-3-Ethyl-6-fluoro-4-(4-methoxybenzoyl)-1-methyl-3,4-dihydroquinoxalin-2(1H)-one), C(C)[C@@H]1C(N(C2=CC(=CC=C2N1C(C1=CC=C(C=C1)O)=O)F)C)=O ((3R)-3-ethyl-7-fluoro-4-(4-hydroxybenzoyl)-1-methyl-3,4-dihydroquinoxalin-2(1H)-one). Product: C(C)[C@H]1C(N(C2=CC=C(C=C2N1C(C1=CC=C(C=C1)O)=O)F)C)=O ((3S)-3-Ethyl-6-fluoro-4-(4-hydroxybenzoyl)-1-methyl-3,4-dihydroquinoxalin-2(1H)-one). The yield is 87.0%. As a reaction SMILES: [CH2:1]([C@@H:3]1[N:12]([C:13](=[O:22])[C:14]2[CH:19]=[CH:18][C:17]([O:20]C)=[CH:16][CH:15]=2)[C:11]2[C:6](=[CH:7][CH:8]=[C:9]([F:23])[CH:10]=2)[N:5]([CH3:24])[C:4]1=[O:25])[CH3:2].C([C@H]1N(C(=O)C2C=CC(O)=CC=2)C2C(=CC(F)=CC=2)N(C)C1=O)C>>[CH2:1]([C@@H:3]1[N:12]([C:13](=[O:22])[C:14]2[CH:19]=[CH:18][C:17]([OH:20])=[CH:16][CH:15]=2)[C:11]2[C:6](=[CH:7][CH:8]=[C:9]([F:23])[CH:10]=2)[N:5]([CH3:24])[C:4]1=[O:25])[CH3:2]. Procedure details: (3S)-3-Ethyl-6-fluoro-4-(4-methoxybenzoyl)-1-methyl-3,4-dihydroquinoxalin-2(1H)-one was treated according to the procedure for the preparation of (3R)-3-ethyl-7-fluoro-4-(4-hydroxybenzoyl)-1-methyl-3,4-dihydroquinoxalin-2(1H)-one (see Example 1) to yield (3S)-3-Ethyl-6-fluoro-4-(4-hydroxybenzoyl)-1-methyl-3,4-dihydroquinoxalin-2(1H)-one (87%). [α]D25=+301° (c=0.0107 G/ML, CHCl3); MS (ESI) m/z 329 ([M+H]+); MS (ESI) m/z 327 ([M−H]−); HRMS: calcd for C18H17FN2O3, 328.1223; found (ESI_FT), 329.1290... Reactants: C1(CCCCC1)C(OC1=CC=C(C(=O)O)C=C1)C1=CN(C=C1C)C1=CC(=CC=C1)C(F)(F)F (4-(cyclohexyl{4-methyl-1-[3-(trifluoromethyl)phenyl]-1H-pyrrol-3-yl}methoxy)benzoic acid), CNCCC(=O)OCC (ethyl 3-(methylamino)propanoate), Cl.C(C)N=C=NCCCN(C)C (1-ethyl-3-(3-dimethylaminopropyl)carbodiimide hydrochloride), O.ON1N=NC2=C1C=CC=C2 (1-hydroxybenzotriazole monohydrate). Run in CC(=O)N(C)C (dimethylacetamide), O (Water). Conditions: temperature 60 celsius, time 1 hour. The product is methyl ester, C1(CCCCC1)C(OC1=CC=C(C=C1)C(=O)N(CCC(=O)O)C)C1=CN(C=C1C)C1=CC(=CC=C1)C(F)(F)F (3-[{[4-(cyclohexyl{4-methyl-1-[3-(trifluoromethyl)phenyl]-1H-pyrrol-3-yl}methoxy)phenyl]carbonyl}(methyl)amino]propanoic acid). The yield is 86.3%. RXN SMILES: [CH:1]1([CH:7]([C:18]2[C:22]([CH3:23])=[CH:21][N:20]([C:24]3[CH:29]=[CH:28][CH:27]=[C:26]([C:30]([F:33])([F:32])[F:31])[CH:25]=3)[CH:19]=2)[O:8][C:9]2[CH:17]=[CH:16][C:12]([C:13](O)=[O:14])=[CH:11][CH:10]=2)[CH2:6][CH2:5][CH2:4][CH2:3][CH2:2]1.[CH3:34][NH:35][CH2:36][CH2:37][C:38]([O:40]CC)=[O:39].Cl.C(N=C=NCCCN(C)C)C.O.ON1C2C=CC=CC=2N=N1>CC(N(C)C)=O.O>[CH:1]1([CH:7]([C:18]2[C:22]([CH3:23])=[CH:21][N:20]([C:24]3[CH:29]=[CH:28][CH:27]=[C:26]([C:30]([F:33])([F:31])[F:32])[CH:25]=3)[CH:19]=2)[O:8][C:9]2[CH:17]=[CH:16][C:12]([C:13]([N:35]([CH3:34])[CH2:36][CH2:37][C:38]([OH:40])=[O:39])=[O:14])=[CH:11][CH:10]=2)[CH2:6][CH2:5][CH2:4][CH2:3][CH2:2]1 |f:2.3,4.5|. Procedure details: To a solution (10 mL) of 4-(cyclohexyl{4-methyl-1-[3-(trifluoromethyl)phenyl]-1H-pyrrol-3-yl}methoxy)benzoic acid (0.43 g) synthesized above in dimethylacetamide were added ethyl 3-(methylamino)propanoate (0.14 g), 1-ethyl-3-(3-dimethylaminopropyl)carbodiimide hydrochloride (0.29 g) and 1-hydroxybenzotriazole monohydrate (0.23 g) at room temperature, and the mixture was stirred at 60° C. for 1 hr. Water was added to the reaction mixture and the mixture was extracted with ethyl acetate. The extra... The reactants are C(CCC)C=1C=C2C(=CC(C(=O)NC3=NN=NN3)=NC2=CC1)Cl (6-butyl-4-chloro-N-(1H-tetrazol-5-yl)quinaldamide), C(CCC)C=1C=C2C(=CC(C(=O)Cl)=NC2=CC1)Cl (6-butyl-4-chloroquinaldoyl chloride), NC1=NN=NN1 (5 -aminotetrazole). The product is ClC1=CC(C(=O)NC2=NN=NN2)=NC2=CC=CC=C12 (4-Chloro-N(1H-tetrazol-5-yl)quinaldamide). RXN SMILES: C([C:5]1[CH:6]=[C:7]2[C:20](=[CH:21][CH:22]=1)[N:19]=[C:10]([C:11]([NH:13][C:14]1[NH:18][N:17]=[N:16][N:15]=1)=[O:12])[CH:9]=[C:8]2[Cl:23])CCC.C(C1C=C2C(=CC=1)N=C(C(Cl)=O)C=C2Cl)CCC.NC1NN=NN=1>>[Cl:23][C:8]1[C:7]2[C:20](=[CH:21][CH:22]=[CH:5][CH:6]=2)[N:19]=[C:10]([C:11]([NH:13][C:14]2[NH:18][N:17]=[N:16][N:15]=2)=[O:12])[CH:9]=1. Reported procedure: In a similar manner 6-butyl-4-chloro-N-(1H-tetrazol-5-yl)quinaldamide, m.p. 275° was prepared from 6-butyl-4-chloroquinaldoyl chloride and 5 -aminotetrazole.